Dataset: the Open Reaction Database (ORD), a public repository of structured organic reaction records. Task: describe an organic reaction: reactants, conditions, products, and yield Reactants: FC1=C(C(=O)O)C=CC=C1[N+](=O)[O-] (2-fluoro-3-nitro-benzoic acid), S(=O)(Cl)Cl (thionyl chloride). The reagents and catalysts are CN(C=O)C (N,N-dimethylformamide). Conditions: temperature 80 celsius. Product: FC1=C(C(=O)Cl)C=CC=C1[N+](=O)[O-] (2-fluoro-3-nitro-benzoyl chloride). The yield is 98.1%. As a reaction SMILES: [F:1][C:2]1[C:10]([N+:11]([O-:13])=[O:12])=[CH:9][CH:8]=[CH:7][C:3]=1[C:4](O)=[O:5].S(Cl)([Cl:16])=O>CN(C)C=O>[F:1][C:2]1[C:10]([N+:11]([O-:13])=[O:12])=[CH:9][CH:8]=[CH:7][C:3]=1[C:4]([Cl:16])=[O:5]. Procedure details: 2-Fluoro-3-nitro-benzoic acid (16, 0.497 g, 2.68 mmol) is combined with thionyl chloride (3 mL, 40.0 mmol) and N,N-dimethylformamide (20 μL, 0.2 mmol) and the reaction is heated at 80° C. overnight. The reaction is concentrated under vacuum, suspended in toluene and concentrated under vacuum twice, and dried to provide the desired compound as a white solid (17, 0.535 g). The reactants are C(C1=CC=CC=C1)C1=CN(C2=CC(=CC=C12)C(=O)OC)C (Methyl 3-Benzyl-1-methyl-1H-indole-6-carboxylate), O[Li].O (LiOH.H2O). Run in C1CCOC1.O (THF H2O). The product is C(C1=CC=CC=C1)C1=CN(C2=CC(=CC=C12)C(=O)O)C (3-Benzyl-1-methyl-1H-indole-6-carboxylic acid). Isolated yield 108.2%. RXN SMILES: [CH2:1]([C:8]1[C:16]2[C:11](=[CH:12][C:13]([C:17]([O:19]C)=[O:18])=[CH:14][CH:15]=2)[N:10]([CH3:21])[CH:9]=1)[C:2]1[CH:7]=[CH:6][CH:5]=[CH:4][CH:3]=1.O[Li].O>C1COCC1.O>[CH2:1]([C:8]1[C:16]2[C:11](=[CH:12][C:13]([C:17]([OH:19])=[O:18])=[CH:14][CH:15]=2)[N:10]([CH3:21])[CH:9]=1)[C:2]1[CH:3]=[CH:4][CH:5]=[CH:6][CH:7]=1 |f:1.2,3.4|. Reported procedure: To a solution compound 56c (168 mg, 0.60 mmol), and LiOH.H2O (101 mg, 2.41 mmol) in THF/H2O (3/3 mL) was stirred at room temperature for 6 h. Concentrated the resulted mixture, extracted the residue with CH2Cl2, H2O, acidified the water layer with 1N HCl(aq) to pH˜4. The organic solution was dried over Na2SO4 and concentrated to give 56d (172.2 mg), which was used in the next reaction without further purification. MS m/z (M+H+) 266.2. Starting materials: CS(=O)(=O)c1ccc(C(=O)CBr)cc1, O=C([O-])[O-], CCC(=O)O, CO, [Cs+], [Cs+]. The product is CCC(=O)OCC(=O)c1ccc(S(C)(=O)=O)cc1. Reaction SMILES: [Br:12][CH2:13][C:14](=[O:15])[c:16]1[cH:17][cH:18][c:19]([S:22](=[O:23])(=[O:24])[CH3:25])[cH:20][cH:21]1.[C:6](=[O:7])([O-:8])[O-:9].[CH3:1][CH2:2][C:3]([OH:4])=[O:5].[CH3:26][OH:27].[Cs+:10].[Cs+:11]>>[CH3:1][CH2:2][C:3]([O:4][CH2:13][C:14](=[O:15])[c:16]1[cH:17][cH:18][c:19]([S:22](=[O:23])(=[O:24])[CH3:25])[cH:20][cH:21]1)=[O:5].